Dataset: the Open Reaction Database (ORD), a public repository of structured organic reaction records. Task: describe an organic reaction: reactants, conditions, products, and yield Yields the product COC(=O)C(C)c1cc(OC)cc(C(F)(F)F)c1. As a reaction SMILES: [CH2:32]1[O:33][CH2:34][CH2:35][CH2:36]1.[CH3:1][CH:2]([C:3](=[O:4])[O-:5])[c:6]1[cH:7][c:8]([O:16][CH3:17])[cH:9][c:10]([C:12]([F:13])([F:14])[F:15])[cH:11]1.[CH:23]([NH:24][CH:25]([CH3:26])[CH3:27])([CH3:28])[CH3:29].[ClH:37].[I:30][CH3:31].[Li:18][CH2:19][CH2:20][CH2:21][CH3:22]>>[CH3:1][CH:2]([C:3](=[O:4])[O:5][CH3:19])[c:6]1[cH:7][c:8]([O:16][CH3:17])[cH:9][c:10]([C:12]([F:13])([F:14])[F:15])[cH:11]1. Starting materials: C1CCOC1, COc1cc(C(C)C(=O)[O-])cc(C(F)(F)F)c1, CC(C)NC(C)C, Cl, CI, [Li]CCCC.